Task: describe an organic reaction: reactants, conditions, products, and yield. Dataset: the Open Reaction Database (ORD), a public repository of structured organic reaction records Product: CC(=O)Nc1cccc(B(O)O)c1N. RXN SMILES: [C:1]([CH3:2])(=[O:3])[NH:4][c:5]1[c:6]([N+:14]([O-:15])=[O:16])[c:7]([B:11]([OH:12])[OH:13])[cH:8][cH:9][cH:10]1.[CH3:17][CH2:18][OH:19]>>[C:1]([CH3:2])(=[O:3])[NH:4][c:5]1[c:6]([NH2:14])[c:7]([B:11]([OH:12])[OH:13])[cH:8][cH:9][cH:10]1. The reactants are CC(=O)Nc1cccc(B(O)O)c1[N+](=O)[O-], CCO.